Dataset: the Open Reaction Database (ORD), a public repository of structured organic reaction records. Task: describe an organic reaction: reactants, conditions, products, and yield The yield is 91.5%. Reaction conditions: temperature 72 celsius. The reactants are BrC1C(C1)(C1=CC=CC=C1)C (2-bromo-1-methyl-1-phenylcyclopropane), CC(C)([O-])C.[K+] (potassium tert-butoxide), C(C)OCC (diethyl ether), O (water). The product is CC1(C=C1)C1=CC=CC=C1 (3-methyl-3-phenylcyclopropene). Reported procedure: To a solution of 1.56 g (0.00739 mol) of 2-bromo-1-methyl-1-phenylcyclopropane in 5 ml of dimethylsulfoxide was added 1.429 g (0.0127 mol) of potassium tert-butoxide. After the reaction was heated to 72° C. for 4 hours, diethyl ether and water were added. The resulting mixture was transferred to a separatory funnel and the phases were separated. The organic layer was dried over MgSO4 and filtered. The solvent was removed from the filtrate in vacuo to yield 0.88 g of 70% pure 3-methyl-3-phenylcyc... As a reaction SMILES: Br[CH:2]1[CH2:4][C:3]1([CH3:11])[C:5]1[CH:10]=[CH:9][CH:8]=[CH:7][CH:6]=1.CC(C)([O-])C.[K+].C(OCC)C.O>CS(C)=O>[CH3:11][C:3]1([C:5]2[CH:10]=[CH:9][CH:8]=[CH:7][CH:6]=2)[CH:4]=[CH:2]1 |f:1.2|. Solvent: CS(=O)C (dimethylsulfoxide). Reactants: CC(C)([O-])C.[K+] (potassium tert-butoxide), N#CN (cyanamide), CC(C)(C)C=1C=C(C=C(C1O)C(C)(C)C)C=C1C(N=C(O1)SC)=O (5-[[3,5-bis(1,1-dimethylethyl)-4-hydroxyphenyl]methylene]-2-(methylthio)-4(5H)-oxazolone). Solvent: C(C)O (ethanol), C(C)O (ethanol). Reaction conditions: time 15 minute. Product: CC(C)(C)C=1C=C(C=C(C1O)C(C)(C)C)C=C1C(N=C(O1)NC#N)=O ([5-[[3,5-Bis(1,1-dimethylethyl)-4-hydroxyphenyl]methylene]-4,5-dihydro-4-oxo-2-oxazolyl]cyanamide). The yield is 39.1%. RXN SMILES: [N:1]#[C:2][NH2:3].CC(C)([O-])C.[K+].[CH3:10][C:11]([C:14]1[CH:15]=[C:16]([CH:25]=[C:26]2[O:30][C:29](SC)=[N:28][C:27]2=[O:33])[CH:17]=[C:18]([C:21]([CH3:24])([CH3:23])[CH3:22])[C:19]=1[OH:20])([CH3:13])[CH3:12]>C(O)C>[CH3:10][C:11]([C:14]1[CH:15]=[C:16]([CH:25]=[C:26]2[O:30][C:29]([NH:3][C:2]#[N:1])=[N:28][C:27]2=[O:33])[CH:17]=[C:18]([C:21]([CH3:24])([CH3:23])[CH3:22])[C:19]=1[OH:20])([CH3:13])[CH3:12] |f:1.2|. Reported procedure: A suspension of 0.38 g (0.0090 mole) of cyanamide in 50 mL of ethanol is cooled in ice and treated in small portions with 0.93 g (0.0083 mole) of potassium tert-butoxide. After stirring for 15 minutes, 2.6 g (0.0075 mole) of 5-[[3,5-bis(1,1-dimethylethyl)-4-hydroxyphenyl]methylene]-2-(methylthio)-4(5H)-oxazolone is added, followed by an additional 25 mL of ethanol. The mixture is stirred at reflux for 3 hours, then cooled to allow precipitation of the potassium salt of the product. The salt is f...